Dataset: the Open Reaction Database (ORD), a public repository of structured organic reaction records. Task: describe an organic reaction: reactants, conditions, products, and yield The reactants are [Mg] (magnesium), C(CCCC)C1C=CC(CC1)=O (4-pentylcyclohexenone), Grignard reagent, BrC1=CC=C(C=C1)Br (p-dibromobenzene), Grignard reagent, Cl (hydrochloric acid). The solvent is C(C)OCC (diethyl ether). Yields the product BrC1=CC=C(C=C1)C1(CC=C(CC1)CCCCC)O (4-(4-bromophenyl)-4-hydroxy-1-pentylcyclohexene). RXN SMILES: Br[C:2]1[CH:7]=[CH:6][C:5]([Br:8])=[CH:4][CH:3]=1.[Mg].[CH2:10]([CH:15]1[CH2:20][CH2:19][C:18](=[O:21])[CH:17]=[CH:16]1)[CH2:11][CH2:12][CH2:13][CH3:14].Cl>C(OCC)C>[Br:8][C:5]1[CH:6]=[CH:7][C:2]([C:18]2([OH:21])[CH2:19][CH2:20][C:15]([CH2:10][CH2:11][CH2:12][CH2:13][CH3:14])=[CH:16][CH2:17]2)=[CH:3][CH:4]=1. Procedure details: A solution of 8.5 g of p-dibromobenzene in 35 ml of anhydrous diethyl ether was added dropwise under stirring at 15°-20° C. to 1 g of magnesium metal powder, followed by reaction at room temperature for 1 hour so that a Grignard reagent was formed. After 5 g of 4-pentylcyclohexenone were added under stirring at -10° to 0° C. to the thus-formed Grignard reagent, they were reacted at room temperature for additional 1 hour. After the completion of the reaction, diluted hydrochloric acid was added d... Starting materials: C([O-])([O-])=O.[K+].[K+] (potassium carbonate), C(Cl)(Cl)Cl (chloroform), CC=1C(C=C(OC1)COC1OCCCC1)=O (5-methyl-2-((tetrahydro-2H-pyran-2-yloxy)methyl)-4H-pyran-4-one). Solvent: CO (methanol), Cl (hydrochloric acid). Conditions: time 1 hour. The product is OCC=1OC=C(C(C1)=O)C (2-hydroxymethyl-5-methyl-4H-pyran-4-one). Yield: 68.2%. RXN SMILES: [CH3:1][C:2]1[C:3](=[O:16])[CH:4]=[C:5]([CH2:8][O:9]C2CCCCO2)[O:6][CH:7]=1.C(=O)([O-])[O-].[K+].[K+].C(Cl)(Cl)Cl>CO.Cl>[OH:9][CH2:8][C:5]1[O:6][CH:7]=[C:2]([CH3:1])[C:3](=[O:16])[CH:4]=1 |f:1.2.3|. Procedure details: To a solution of 0.61 g of 5-methyl-2-((tetrahydro-2H-pyran-2-yloxy)methyl)-4H-pyran-4-one in 3 mL of methanol, 0.03 mL of concentrated hydrochloric acid was added, and the mixture was stirred at room temperature for 1 hour. To the reaction mixture, 0.5 g of potassium carbonate and chloroform were added, and the mixture was stirred for 30 minutes. The insoluble substance was filtered off, the solvent was distilled off under reduced pressure, and the resultant residue was purified by silica gel c... The reactants are O=C([O-])[O-], CI, [K+], [K+], CN(C)C=O, COc1c([N+](=O)[O-])ccc(C=O)c1O. Product: COc1c(C=O)ccc([N+](=O)[O-])c1OC. Reaction SMILES: [C:15](=[O:16])([O-:17])[O-:18].[CH3:21][I:22].[K+:19].[K+:20].[O:23]=[CH:24][N:25]([CH3:26])[CH3:27].[OH:1][c:2]1[c:3]([CH:4]=[O:5])[cH:6][cH:7][c:8]([N+:12](=[O:13])[O-:14])[c:9]1[O:10][CH3:11]>>[O:1]([c:2]1[c:3]([CH:4]=[O:5])[cH:6][cH:7][c:8]([N+:12](=[O:13])[O-:14])[c:9]1[O:10][CH3:11])[CH3:15]. The reactants are O (water), I(=O)(=O)(=O)[O-].[Na+] (sodium periodate), C(C)[Si](OC(CC=C)CCOCC1=CC=CC=C1)(CC)CC (4-Triethylsilyloxy-6-benzyloxy-1-hexene), C[N+]1(CCOCC1)[O-] (4-methylmorpholine N-oxide), O (water). Reagents/catalysts: [Os](=O)(=O)(=O)=O (osmium tetroxide). The solvent is O1CCCC1 (tetrahydrofuran). Reaction conditions: time 8 hour. The product is C(C)[Si](OC(CC=O)CCOCC1=CC=CC=C1)(CC)CC (3-Triethylsilyloxy-5benzyloxy-valeraldehyde). Reaction SMILES: [CH2:1]([Si:3]([CH2:21][CH3:22])([CH2:19][CH3:20])[O:4][CH:5]([CH2:9][CH2:10][O:11][CH2:12][C:13]1[CH:18]=[CH:17][CH:16]=[CH:15][CH:14]=1)[CH2:6][CH:7]=C)[CH3:2].C[N+]1([O-])CC[O:27]CC1.O.I([O-])(=O)(=O)=O.[Na+]>O1CCCC1.[Os](=O)(=O)(=O)=O>[CH2:1]([Si:3]([CH2:21][CH3:22])([CH2:19][CH3:20])[O:4][CH:5]([CH2:9][CH2:10][O:11][CH2:12][C:13]1[CH:18]=[CH:17][CH:16]=[CH:15][CH:14]=1)[CH2:6][CH:7]=[O:27])[CH3:2] |f:3.4|. Procedure details: To a solution of 10.0 g (31.2 mmol) of 4-Triethylsilyloxy-6-benzyloxy-1-hexene in 310 mL of tetrahydrofuran at 0° C. were added 4.38 g (37.4 mmol) of 4-methylmorpholine N-oxide, 6.24 mL (1.248 mmol) of osmium tetroxide (0.2M in benzene) and 45 mL of water and stirred overnight at room temperature. To the mixture at 0° C. were added 185 mL of water and 20.02 g (93.6 mmol) of sodium periodate and stirred at room temperature for 1 hour, followed by partitioned between ethyl acetate and water. The o... The reactants are NC=1C=C2C=3CC(CCC3NC2=CC1)N(C)C (6-amino-3-(dimethyl)amino-1,2,3,4-tetrahydro-9H-carbazole), COC1=CC=C(C(=O)Cl)C=C1 (4-methoxybenzoyl chloride). Product: COC1=CC=C(C(=O)NC=2C=C3C=4CC(CCC4NC3=CC2)N(C)C)C=C1 (6-(4-methoxybenzoyl)amino-3-(dimethyl)amino-1,2,3,4-tetrahydro-9H-carbazole). Isolated yield 41.3%. RXN SMILES: [NH2:1][C:2]1[CH:3]=[C:4]2[C:12](=[CH:13][CH:14]=1)[NH:11][C:10]1[CH2:9][CH2:8][CH:7]([N:15]([CH3:17])[CH3:16])[CH2:6][C:5]2=1.[CH3:18][O:19][C:20]1[CH:28]=[CH:27][C:23]([C:24](Cl)=[O:25])=[CH:22][CH:21]=1>>[CH3:18][O:19][C:20]1[CH:28]=[CH:27][C:23]([C:24]([NH:1][C:2]2[CH:3]=[C:4]3[C:12](=[CH:13][CH:14]=2)[NH:11][C:10]2[CH2:9][CH2:8][CH:7]([N:15]([CH3:17])[CH3:16])[CH2:6][C:5]3=2)=[O:25])=[CH:22][CH:21]=1. Reported procedure: Beginning with 10.6 mg (0.046 mMol) 6-amino-3-(dimethyl)amino-1,2,3,4-tetrahydro-9H-carbazole and 8.8 μL (0.063 mMol) 4-methoxybenzoyl chloride, 6.9 mg (41%) of the title compound were recovered as a light brown foam. Reactants: O=C(O)c1cncc(Br)c1, CO, Cl. Yields the product COC(=O)c1cncc(Br)c1. Reaction SMILES: [Br:1][c:2]1[cH:3][n:4][cH:5][c:6]([C:7](=[O:8])[OH:9])[cH:10]1.[CH3:11][OH:12].[ClH:13]>>[Br:1][c:2]1[cH:3][n:4][cH:5][c:6]([C:7]([O:8][CH3:11])=[O:9])[cH:10]1.